From a dataset of the Open Reaction Database (ORD), a public repository of structured organic reaction records. describe an organic reaction: reactants, conditions, products, and yield Reactants: C1(=CC=CC=C1)N1C2=CC=CC=C2C=2C=C(C=CC12)B1OC(C(O1)(C)C)(C)C (9-Phenyl-3-(4,4,5,5-tetramethyl-[1,3,2]dioxaborolan-2-yl)-9H-carbazole), IC1=CC=C(C=C1)Br (1-Iodo-4-Brombenzene), solution, C([O-])([O-])=O.[Na+].[Na+] (sodium carbonate). Run in C1(=CC=CC=C1)C (toluene). Product: IC1=CC=C(C=C1)C=1C=CC=2N(C3=CC=CC=C3C2C1)C1=CC=CC=C1 (3-(4-Iodo-phenyl)-9-phenyl-9H-carbazole). Reaction SMILES: [C:1]1([N:7]2[C:19]3[CH:18]=[CH:17][C:16](B4OC(C)(C)C(C)(C)O4)=[CH:15][C:14]=3[C:13]3[C:8]2=[CH:9][CH:10]=[CH:11][CH:12]=3)[CH:6]=[CH:5][CH:4]=[CH:3][CH:2]=1.[I:29][C:30]1[CH:35]=[CH:34][C:33](Br)=[CH:32][CH:31]=1.C(=O)([O-])[O-].[Na+].[Na+]>C1(C)C=CC=CC=1>[I:29][C:30]1[CH:35]=[CH:34][C:33]([C:16]2[CH:17]=[CH:18][C:19]3[N:7]([C:1]4[CH:6]=[CH:5][CH:4]=[CH:3][CH:2]=4)[C:8]4[C:13]([C:14]=3[CH:15]=2)=[CH:12][CH:11]=[CH:10][CH:9]=4)=[CH:32][CH:31]=1 |f:2.3.4|. Procedure: 90 g (244 mmol) 9-Phenyl-3-(4,4,5,5-tetramethyl-[1,3,2]dioxaborolan-2-yl)-9H-carbazole and 69 g (244 mmol) 1-Iodo-4-Brombenzene [589-87-7] are dissolved in 500 ml toluene treated with 200 ml of a 2 M solution of sodium carbonate. The reaction mixture is carefully degassed and 200 mg tetrakistriphenylphosphine palladiume are added. The reaction is heated to reflux for 20 h. The solution is then cooled to room temperature and the layers are separated. The water phase is extracted three times with ... Starting materials: CCOC(C)=O, O=c1cc(O)c(Cl)c[nH]1, OC1CCN(c2ncc(C(F)(F)F)cn2)CC1, CCOC(=O)N=NC(=O)OCC, CN(C)C=O, c1ccc(P(c2ccccc2)c2ccccc2)cc1. Product: O=c1cc(OC2CCN(c3ncc(C(F)(F)F)cn3)CC2)c(Cl)c[nH]1. Reaction SMILES: [CH3:58][CH2:59][O:60][C:61](=[O:62])[CH3:63].[Cl:32][c:33]1[c:34]([OH:40])[cH:35][c:36](=[O:39])[nH:37][cH:38]1.[F:41][C:42]([c:43]1[cH:44][n:45][c:46]([N:49]2[CH2:50][CH2:51][CH:52]([OH:55])[CH2:53][CH2:54]2)[n:47][cH:48]1)([F:56])[F:57].[N:20]([C:21]([O:22][CH2:23][CH3:24])=[O:25])=[N:26][C:27]([O:28][CH2:29][CH3:30])=[O:31].[O:64]=[CH:65][N:66]([CH3:67])[CH3:68].[c:1]1([P:2]([c:3]2[cH:4][cH:5][cH:6][cH:7][cH:8]2)[c:9]2[cH:10][cH:11][cH:12][cH:13][cH:14]2)[cH:15][cH:16][cH:17][cH:18][cH:19]1>>[Cl:32][c:33]1[c:34]([O:40][CH:52]2[CH2:51][CH2:50][N:49]([c:46]3[n:45][cH:44][c:43]([C:42]([F:41])([F:56])[F:57])[cH:48][n:47]3)[CH2:54][CH2:53]2)[cH:35][c:36](=[O:39])[nH:37][cH:38]1. Starting materials: C(CCCC)OC1=CC=C(C=C1)C1=CC=C(C=C1)C=CC(=O)OC (Methyl 3-[4-(4-pentyloxyphenyl)phenyl]acrylate), [H][H] (hydrogen). Reagents/catalysts: [Pt]=O (platinum oxide). Solvent: O1CCCC1 (tetrahydrofuran). The product is C(CCCC)OC1=CC=C(C=C1)C1=CC=C(C=C1)CCC(=O)OC (Methyl 3-[4-(4-pentyloxyphenyl)phenyl]propionate). The yield is 99.4%. As a reaction SMILES: [CH2:1]([O:6][C:7]1[CH:12]=[CH:11][C:10]([C:13]2[CH:18]=[CH:17][C:16]([CH:19]=[CH:20][C:21]([O:23][CH3:24])=[O:22])=[CH:15][CH:14]=2)=[CH:9][CH:8]=1)[CH2:2][CH2:3][CH2:4][CH3:5].[H][H]>O1CCCC1.[Pt]=O>[CH2:1]([O:6][C:7]1[CH:12]=[CH:11][C:10]([C:13]2[CH:14]=[CH:15][C:16]([CH2:19][CH2:20][C:21]([O:23][CH3:24])=[O:22])=[CH:17][CH:18]=2)=[CH:9][CH:8]=1)[CH2:2][CH2:3][CH2:4][CH3:5]. Reported procedure: A mixture of Methyl 3-[4-(4-pentyloxyphenyl)phenyl]acrylate (2.70 g) and platinum oxide (0.41 g) in tetrahydrofuran (40 ml) was stirred for 8 hours under 3 atom of hydrogen at ambient temperature. The catalyst was filtered off, and the filtrate was evaporated under reduced pressure to give Methyl 3-[4-(4-pentyloxyphenyl)phenyl]propionate (2.70 g). The reactants are C=1C=CC2=C(C1)N=NN2O (HOBt), O (H2O), CCN=C=NCCCN(C)C.Cl (EDC.HCl), Cl.O=C1N(C2=NC(=NC=C2N1)C=1C=NN2C1C=C(C=C2)C#N)[C@@H]2CNCCC2 ((S)-3-(8-oxo-9-(piperidin-3-yl)-8,9-dihydro-7H-purin-2-yl)pyrazolo[1,5-a]pyridine-5-carbonitrile hydrochloride). The solvent is CN(C)C=O (DMF). Reaction conditions: time 15 minute. The product is CN(CC(=O)N1C[C@H](CCC1)N1C2=NC(=NC=C2NC1=O)C=1C=NN2C1C=C(C=C2)C#N)C ((S)-3-(9-(1-(2-(Dimethylamino)acetyl)piperidin-3-yl)-8-oxo-8,9-dihydro-7H-purin-2-yl)pyrazolo[1,5-a]pyridine-5-carbonitrile). Yield: 29.0%. RXN SMILES: C1C=CC2N([OH:10])N=NC=2C=1.O.CCN=C=NC[CH2:18][CH2:19][N:20]([CH3:22])[CH3:21].Cl.Cl.[O:25]=[C:26]1[NH:34][C:33]2[C:28](=[N:29][C:30]([C:35]3[CH:36]=[N:37][N:38]4[CH:43]=[CH:42][C:41]([C:44]#[N:45])=[CH:40][C:39]=34)=[N:31][CH:32]=2)[N:27]1[C@H:46]1[CH2:51][CH2:50][CH2:49][NH:48][CH2:47]1>CN(C=O)C>[CH3:21][N:20]([CH3:22])[CH2:19][C:18]([N:48]1[CH2:49][CH2:50][CH2:51][C@H:46]([N:27]2[C:26](=[O:25])[NH:34][C:33]3[C:28]2=[N:29][C:30]([C:35]2[CH:36]=[N:37][N:38]4[CH:43]=[CH:42][C:41]([C:44]#[N:45])=[CH:40][C:39]=24)=[N:31][CH:32]=3)[CH2:47]1)=[O:10] |f:2.3,4.5|. Reported procedure: To a solution of N,N-dimethylglicine (10 mg, 0.095 mmol) in anhydrous DMF (2 mL). HOBt.H2O was added. After 15 min, EDC.HCl (24 mg, 0.126 mmol) and the compound obtained in example 6 (31 mg, 0.063 mmol) were added. The reaction mixture was stirred at room temperature for 2.5 h and the solvent was concentrated off. It was quenched with saturated NaHCO3 aqueous solution (15 mL) and extracted with EtOAc (3×15 mL). The combined organic phases were dried over anhydrous Mg2SO4, filtered and concentrat... Reactants: COC([C@H]1N(CC(C1)O)C(=O)OC(C)(C)C)=O (N-t-butoxycarbonyl-4-hydroxyproline methyl ester), [Cr](=O)(=O)([O-])Cl.[NH+]1=CC=CC=C1 (pyridinium chlorochromate). The solvent is C(Cl)Cl (methylene chloride), CCOCC (ether). Conditions: time 30 hour. The product is COC([C@H]1N(CC(C1)=O)C(=O)OC(C)(C)C)=O (N-t-butoxycarbonyl-4-oxoproline methyl ester). Reaction SMILES: [CH3:1][O:2][C:3](=[O:17])[C@@H:4]1[CH2:8][CH:7]([OH:9])[CH2:6][N:5]1[C:10]([O:12][C:13]([CH3:16])([CH3:15])[CH3:14])=[O:11].[Cr](Cl)([O-])(=O)=O.[NH+]1C=CC=CC=1>C(Cl)Cl.CCOCC>[CH3:1][O:2][C:3](=[O:17])[C@@H:4]1[CH2:8][C:7](=[O:9])[CH2:6][N:5]1[C:10]([O:12][C:13]([CH3:15])([CH3:14])[CH3:16])=[O:11] |f:1.2|. Procedure details: A mixture of 12.7 g of N-t-butoxycarbonyl-4-hydroxyproline methyl ester and 44.7 g of pyridinium chlorochromate in 150 ml of methylene chloride is stirred at room temperature for 30 hours, diluted with 200 ml of ether and filtered through Florisil washing with ether (500 ml). The solution is evaporated to dryness, the residue is purified by flash chromatography on silica gel using ethyl acetate/hexane (40:60) as eluant to give N-t-butoxycarbonyl-4-oxoproline methyl ester. Reactants: CC(=O)OC(C=Cc1ccccc1)c1ccccc1, NNC(=O)c1ccccc1, C1CCOC1, C=CC[Pd]Cl, [KH]. Yields the product O=C(NNC(C=Cc1ccccc1)c1ccccc1)c1ccccc1. Reaction SMILES: [C:12]([O:13][CH:16]([CH:17]=[CH:18][c:19]1[cH:20][cH:21][cH:22][cH:23][cH:24]1)[c:25]1[cH:26][cH:27][cH:28][cH:29][cH:30]1)(=[O:14])[CH3:15].[C:2]([c:3]1[cH:4][cH:5][cH:6][cH:7][cH:8]1)(=[O:9])[NH:10][NH2:11].[CH2:31]1[O:32][CH2:33][CH2:34][CH2:35]1.[CH2:36]([Pd:37][Cl:38])[CH:39]=[CH2:40].[KH:1]>>[C:2]([c:3]1[cH:4][cH:5][cH:6][cH:7][cH:8]1)(=[O:9])[NH:10][NH:11][CH:16]([CH:17]=[CH:18][c:19]1[cH:20][cH:21][cH:22][cH:23][cH:24]1)[c:25]1[cH:26][cH:27][cH:28][cH:29][cH:30]1. Starting materials: [Si](C)(C)(C(C)(C)C)OCCN(S(=O)(=O)C)C=1C(=CC=2N(C1)N=C(C2C(=O)OC)C2=CC=C(C=C2)F)O (Methyl 6-(N-(2-(tert-butyldimethylsilyloxy)ethyl)methylsulfonamido)-2-(4-fluorophenyl)-5-hydroxypyrazolo[1,5-a]pyridine-3-carboxylate). Reagents/catalysts: [Pd] (Pd/C). Run in C(C)(=O)OCC (ethyl acetate). Conditions: time 2 hour. Product: FC1=CC=C(C=C1)C1=NN2C(C=C(C(=C2)N(S(=O)(=O)C)CCO)O)=C1C(=O)OC (Methyl 2-(4-fluorophenyl)-5-hydroxy-6-(N-(2-hydroxyethyl)methylsulfonamido)pyrazolo[1,5-a]pyridine-3-carboxylate). Reaction SMILES: [Si]([O:8][CH2:9][CH2:10][N:11]([C:16]1[C:17]([OH:36])=[CH:18][C:19]2[N:20]([N:22]=[C:23]([C:29]3[CH:34]=[CH:33][C:32]([F:35])=[CH:31][CH:30]=3)[C:24]=2[C:25]([O:27][CH3:28])=[O:26])[CH:21]=1)[S:12]([CH3:15])(=[O:14])=[O:13])(C(C)(C)C)(C)C>[Pd].C(OCC)(=O)C>[F:35][C:32]1[CH:33]=[CH:34][C:29]([C:23]2[C:24]([C:25]([O:27][CH3:28])=[O:26])=[C:19]3[CH:18]=[C:17]([OH:36])[C:16]([N:11]([CH2:10][CH2:9][OH:8])[S:12]([CH3:15])(=[O:14])=[O:13])=[CH:21][N:20]3[N:22]=2)=[CH:30][CH:31]=1. Procedure details: To a solution containing Methyl 6-(N-(2-(tert-butyldimethylsilyloxy)ethyl)methylsulfonamido)-2-(4-fluorophenyl)-5-hydroxypyrazolo[1,5-a]pyridine-3-carboxylate (0.17 g, 0.27 mmol) and ethyl acetate (5.4 mL) was added 10% Pd/C (0.04 g, 0.04 mmol Pd) in one portion under a nitrogen atmosphere. The reaction mixture was stirred for 2 h under an atmosphere of hydrogen gas (balloon), filtered and concentrated to afford Methyl 2-(4-fluorophenyl)-5-hydroxy-6-(N-(2-hydroxyethyl)methylsulfonamido)pyrazolo[... As a reaction SMILES: [NH2:1][C:2]1[N:7]=[CH:6][N:5]=[C:4]2[N:8]([CH2:31][C:32]3([OH:45])[CH2:37][CH2:36][N:35](C(OC(C)(C)C)=O)[CH2:34][CH2:33]3)[N:9]=[C:10]([C:11]3[CH:16]=[CH:15][C:14]([NH:17][C:18]([C@@H:20]4[CH2:22][C@H:21]4[C:23]4[CH:28]=[CH:27][CH:26]=[CH:25][CH:24]=4)=[O:19])=[C:13]([O:29][CH3:30])[CH:12]=3)[C:3]=12.[ClH:46]>CC(C)=O>[ClH:46].[NH2:1][C:2]1[N:7]=[CH:6][N:5]=[C:4]2[N:8]([CH2:31][C:32]3([OH:45])[CH2:37][CH2:36][NH:35][CH2:34][CH2:33]3)[N:9]=[C:10]([C:11]3[CH:16]=[CH:15][C:14]([NH:17][C:18]([C@@H:20]4[CH2:22][C@H:21]4[C:23]4[CH:28]=[CH:27][CH:26]=[CH:25][CH:24]=4)=[O:19])=[C:13]([O:29][CH3:30])[CH:12]=3)[C:3]=12 |f:3.4|. Procedure details: A mixture of trans tert-butyl 4-{[4-amino-3-(3-methoxy-4-{[(2-phenylcyclopropyl)carbonyl]amino}phenyl)-1H-pyrazolo[3,4-d]pyrimidin-1-yl]methyl}-4-hydroxy-1-piperidinecarboxylate (0.08 g, 0.00013 mol) in acetone (12 mL) and 6 N aqueous hydrochloride solution (3 mL) was stirred at 40° C. for 2 hours. Acetone was removed under reduced pressure, and the residue was lyophilized to give trans N1-(4-{4-amino-1-[(4-hydroxy-4-piperidyl)methyl]-1H-pyrazolo[3,4-d]pyrimidin-3-yl}-2-methoxyphenyl)-2-phenyl-1... Yields the product Cl.NC1=C2C(=NC=N1)N(N=C2C2=CC(=C(C=C2)NC(=O)[C@H]2[C@@H](C2)C2=CC=CC=C2)OC)CC2(CCNCC2)O (trans N1-(4-{4-amino-1-[(4-hydroxy-4-piperidyl)methyl]-1H-pyrazolo[3,4-d]pyrimidin-3-yl}-2-methoxyphenyl)-2-phenyl-1-cyclopropanecarboxamide hydrochloride salt). Reactants: NC1=C2C(=NC=N1)N(N=C2C2=CC(=C(C=C2)NC(=O)[C@H]2[C@@H](C2)C2=CC=CC=C2)OC)CC2(CCN(CC2)C(=O)OC(C)(C)C)O (trans tert-butyl 4-{[4-amino-3-(3-methoxy-4-{[(2-phenylcyclopropyl)carbonyl]amino}phenyl)-1H-pyrazolo[3,4-d]pyrimidin-1-yl]methyl}-4-hydroxy-1-piperidinecarboxylate), Cl (hydrochloride). The solvent is CC(=O)C (acetone). Conditions: temperature 40 celsius, time 2 hour. Starting materials: C(C)OC(=O)C=1NC2=CC=C(C=C2C1)CCC(=O)O (5-(2-carboxy-ethyl)-1H-indole-2-carboxylic acid ethyl ester), C(=O)(N1C=NC=C1)N1C=NC=C1 (1,1′-carbonyldiimidazole), N1CCCC1 (pyrrolidine). Solvent: ClCCl (dichloromethane), CN(C=O)C (dimethylformamide). Run at time 30 minute. The product is C(C)OC(=O)C=1NC2=CC=C(C=C2C1)CCC(N1CCCC1)=O (5-(3-oxo-3-pyrrolidin-1-yl-propyl)-1H-indole-2-carboxylic acid ethyl ester). Yield: 95.4%. RXN SMILES: [CH2:1]([O:3][C:4]([C:6]1[NH:7][C:8]2[C:13]([CH:14]=1)=[CH:12][C:11]([CH2:15][CH2:16][C:17]([OH:19])=O)=[CH:10][CH:9]=2)=[O:5])[CH3:2].C(N1C=CN=C1)(N1C=CN=C1)=O.[NH:32]1[CH2:36][CH2:35][CH2:34][CH2:33]1>CN(C)C=O.ClCCl>[CH2:1]([O:3][C:4]([C:6]1[NH:7][C:8]2[C:13]([CH:14]=1)=[CH:12][C:11]([CH2:15][CH2:16][C:17](=[O:19])[N:32]1[CH2:36][CH2:35][CH2:34][CH2:33]1)=[CH:10][CH:9]=2)=[O:5])[CH3:2]. Procedure: To a solution of 5-(2-carboxy-ethyl)-1H-indole-2-carboxylic acid ethyl ester (1.3 g, 5 mmol) in 10 mL of dimethylformamide, was added 1,1′-carbonyldiimidazole (973 mg, 6 mmol). The mixture was stirred under nitrogen at room temperature for 30 mins. To the reaction mixture was added pyrrolidine (1.3 mL, 15 mmol) dropwise. After stirring at room temperature for overnight, the reaction was diluted with dichloromethane (300 mL), washed with 1N hydrochloric acid, saturated sodium bicarbonate solution... Starting materials: NC1=CC=C(CC2=NC=3N(C(N(C(C3N2)=O)CC2=C(C=CC=C2)F)=O)CCCC)C=C1 (8-(4-amino-benzyl)-3-butyl-1-(2-fluoro-benzyl)-3,7-dihydro-purine-2,6-dione), ClC1=CC=C(C=C1)S(=O)(=O)Cl (4-chloro-benzenesulfonyl chloride). Yields the product C(CCC)N1C(N(C(C=2NC(=NC12)CC1=CC=C(C=C1)NS(=O)(=O)C1=CC=C(C=C1)Cl)=O)CC1=C(C=CC=C1)F)=O (N-{4-[3-Butyl-1-(2-fluoro-benzyl)-2,6-dioxo-2,3,6,7-tetrahydro-1H-purin-8-ylmethyl]-phenyl}-4-chloro-benzenesulfonamide). As a reaction SMILES: [NH2:1][C:2]1[CH:31]=[CH:30][C:5]([CH2:6][C:7]2[NH:15][C:14]3[C:13](=[O:16])[N:12]([CH2:17][C:18]4[CH:23]=[CH:22][CH:21]=[CH:20][C:19]=4[F:24])[C:11](=[O:25])[N:10]([CH2:26][CH2:27][CH2:28][CH3:29])[C:9]=3[N:8]=2)=[CH:4][CH:3]=1.[Cl:32][C:33]1[CH:38]=[CH:37][C:36]([S:39](Cl)(=[O:41])=[O:40])=[CH:35][CH:34]=1>>[CH2:26]([N:10]1[C:9]2[N:8]=[C:7]([CH2:6][C:5]3[CH:4]=[CH:3][C:2]([NH:1][S:39]([C:36]4[CH:37]=[CH:38][C:33]([Cl:32])=[CH:34][CH:35]=4)(=[O:41])=[O:40])=[CH:31][CH:30]=3)[NH:15][C:14]=2[C:13](=[O:16])[N:12]([CH2:17][C:18]2[CH:23]=[CH:22][CH:21]=[CH:20][C:19]=2[F:24])[C:11]1=[O:25])[CH2:27][CH2:28][CH3:29]. Reported procedure: Prepared from 8-(4-amino-benzyl)-3-butyl-1-(2-fluoro-benzyl)-3,7-dihydro-purine-2,6-dione and 4-chloro-benzenesulfonyl chloride. Purity (ELSD, based on MW=596.1)=97%.